This data is from the Open Reaction Database (ORD), a public repository of structured organic reaction records. The task is: describe an organic reaction: reactants, conditions, products, and yield The reactants are C=CCc1cc(OCCCC)ccc1O, CN(C)CCCCl, Cc1ccccc1, [H-], [Na+]. Product: C=CCc1cc(OCCCC)ccc1OCCCN(C)C. As a reaction SMILES: [CH2:3]([CH:4]=[CH2:5])[c:6]1[c:7]([OH:17])[cH:8][cH:9][c:10]([O:12][CH2:13][CH2:14][CH2:15][CH3:16])[cH:11]1.[CH3:18][N:19]([CH2:20][CH2:21][CH2:22][Cl:23])[CH3:24].[CH3:25][c:26]1[cH:27][cH:28][cH:29][cH:30][cH:31]1.[H-:1].[Na+:2]>>[CH2:3]([CH:4]=[CH2:5])[c:6]1[c:7]([O:17][CH2:22][CH2:21][CH2:20][N:19]([CH3:18])[CH3:24])[cH:8][cH:9][c:10]([O:12][CH2:13][CH2:14][CH2:15][CH3:16])[cH:11]1. The reactants are NC1=NC=C(C(=C1[N+](=O)[O-])N1CCN(CC1)C(=O)OC(C)(C)C)Br (tert-butyl 4-(2-amino-5-bromo-3-nitropyridin-4-yl)piperazine-1-carboxylate), C(=O)(C(F)(F)F)O (TFA), N1=CC=CC=C1 (pyridine), C1(=CC=CC=C1)S(=O)(=O)Cl (benzenesulfonyl chloride). Run in C(Cl)Cl (CH2Cl2). Conditions: temperature 0 celsius, time 1.5 hour. Product: BrC=1C(=C(C(=NC1)N)[N+](=O)[O-])N1CCN(CC1)S(=O)(=O)C1=CC=CC=C1 (5-Bromo-3-nitro-4-(4-(phenylsulfonyl)piperazin-1-yl)pyridin-2-amine). As a reaction SMILES: [NH2:1][C:2]1[C:7]([N+:8]([O-:10])=[O:9])=[C:6]([N:11]2[CH2:16][CH2:15][N:14](C(OC(C)(C)C)=O)[CH2:13][CH2:12]2)[C:5]([Br:24])=[CH:4][N:3]=1.C(O)(C(F)(F)F)=O.N1C=CC=CC=1.[C:38]1([S:44](Cl)(=[O:46])=[O:45])[CH:43]=[CH:42][CH:41]=[CH:40][CH:39]=1>C(Cl)Cl>[Br:24][C:5]1[C:6]([N:11]2[CH2:12][CH2:13][N:14]([S:44]([C:38]3[CH:43]=[CH:42][CH:41]=[CH:40][CH:39]=3)(=[O:46])=[O:45])[CH2:15][CH2:16]2)=[C:7]([N+:8]([O-:10])=[O:9])[C:2]([NH2:1])=[N:3][CH:4]=1. Procedure: A solution of tert-butyl 4-(2-amino-5-bromo-3-nitropyridin-4-yl)piperazine-1-carboxylate (250 mg, 0.62 mmol) in CH2Cl2 (2.5 mL) at 0° C. was treated with TFA (2.5 mL) and stirred at 0° C. for 1.5 h. After this time, the solvents were evaporated in vacuo and the excess TFA removed by azeotroping with toluene (3×10 mL). The residue was suspended in CHCl3 (3 mL) and pyridine (3 mL) and treated with benzenesulfonyl chloride (1.1 eq, 0.68 mmol, 0.09 mL), warmed to room temperature and stirred for 12 ...